This data is from the Open Reaction Database (ORD), a public repository of structured organic reaction records. The task is: describe an organic reaction: reactants, conditions, products, and yield The reactants are BrC=1C=C(SC1)C(CO[Si](C)(C)C(C)(C)C)NCCC(C)C (N-[1-(4-bromothiophen-2-yl)-2-{[tert-butyl(dimethyl)silyl]oxy}ethyl]-3-methylbutan-1-amine), C1(=CC=CC=C1)C (toluene), C1(=CC=CC=C1)S(=O)(=O)Cl (benzenesulfonyl chloride). Reagents/catalysts: CN(C)C=1C=CN=CC1 (DMAP). The solvent is N1=CC=CC=C1 (pyridine). Conditions: temperature 75 celsius. Product: BrC=1C=C(SC1)C(CO[Si](C)(C)C(C)(C)C)N(S(=O)(=O)C1=CC=CC=C1)CCC(C)C (N-[1-(4-bromothiophen-2-yl)-2-{[tert-butyl(dimethyl)silyl]oxy}ethyl]-N-(3 methylbutyl)benzenesulfonamide). RXN SMILES: [Br:1][C:2]1[CH:3]=[C:4]([CH:7]([NH:17][CH2:18][CH2:19][CH:20]([CH3:22])[CH3:21])[CH2:8][O:9][Si:10]([C:13]([CH3:16])([CH3:15])[CH3:14])([CH3:12])[CH3:11])[S:5][CH:6]=1.[C:23]1([S:29](Cl)(=[O:31])=[O:30])[CH:28]=[CH:27][CH:26]=[CH:25][CH:24]=1.C1(C)C=CC=CC=1>CN(C1C=CN=CC=1)C.N1C=CC=CC=1>[Br:1][C:2]1[CH:3]=[C:4]([CH:7]([N:17]([CH2:18][CH2:19][CH:20]([CH3:22])[CH3:21])[S:29]([C:23]2[CH:28]=[CH:27][CH:26]=[CH:25][CH:24]=2)(=[O:31])=[O:30])[CH2:8][O:9][Si:10]([C:13]([CH3:14])([CH3:15])[CH3:16])([CH3:12])[CH3:11])[S:5][CH:6]=1. Procedure details: N-[1-(4-bromothiophen-2-yl)-2-{[tert-butyl(dimethyl)silyl]oxy}ethyl]-3-methylbutan-1-amine (248 mg, 0.610 mmol) and DMAP (3.7 mg, 0.031 mmol) were dissolved in 2 mL pyridine and benzenesulfonyl chloride (234 μl, 1.830 mmol) was added. The resulting mixture was heated at 75° C. overnight, after which the mixture was cooled to room temperature, toluene was added and the mixture was concentrated in vacuo. The title compound was purified on silica gel (EtOAc/hexanes). Reactants: CCOCC (ether), BrC1=CC=C(C=C1)N(C1=CC=CC=C1)C1=CC=CC=C1 (4-bromo-phenyl-diphenyl-amine), C(CCC)[Li] (n-butyl lithium), copper iodide(I), C(C=C)Br (allyl bromide). Solvent: CCCCCC.C(Cl)Cl (hexane methylene chloride). Conditions: temperature -50 celsius, time 15 minute. The product is C(C=C)C1=CC=C(C=C1)N(C1=CC=CC=C1)C1=CC=CC=C1 (4-allyl-phenyl-diphenyl-amine). Yield: 35.0%. RXN SMILES: CCOCC.Br[C:7]1[CH:12]=[CH:11][C:10]([N:13]([C:20]2[CH:25]=[CH:24][CH:23]=[CH:22][CH:21]=2)[C:14]2[CH:19]=[CH:18][CH:17]=[CH:16][CH:15]=2)=[CH:9][CH:8]=1.[CH2:26]([Li])[CH2:27][CH2:28]C.C(Br)C=C>CCCCCC.C(Cl)Cl>[CH2:28]([C:7]1[CH:12]=[CH:11][C:10]([N:13]([C:20]2[CH:25]=[CH:24][CH:23]=[CH:22][CH:21]=2)[C:14]2[CH:19]=[CH:18][CH:17]=[CH:16][CH:15]=2)=[CH:9][CH:8]=1)[CH:27]=[CH2:26] |f:4.5|. Procedure details: To a stirring, anhydrous ether solution (20 mL) of 16 (0.58 g, 1.8 mmol) under inert atmosphere, n-butyl lithium (1.6 M in hexanes, 1.2 mL, 1.92 mmol) was added slowly at −50° C., and the mixture was stirred at −50° C. for 15 min, and gradually warmed up to 25° C. After 3 h, copper iodide(I) (0.51 g, 2.7 mmol) was added followed by dropwise addition of allyl bromide (0.32 g, 2.7 mmol). The solution was stirred for 12 h, followed by quenching with 100 mL saturated aqueous NH4+Cl− solution and ext... As a reaction SMILES: C(OC(=O)[NH:7][C:8]1[O:9][CH2:10][CH2:11][C@:12]([C:15]2[CH:20]=[C:19]([NH2:21])[CH:18]=[CH:17][C:16]=2[F:22])([CH3:14])[N:13]=1)(C)(C)C.[Cl:24][C:25]1[CH:26]=[C:27]([CH3:34])[C:28]([C:31](O)=[O:32])=[N:29][CH:30]=1>>[NH2:7][C:8]1[O:9][CH2:10][CH2:11][C@:12]([C:15]2[CH:20]=[C:19]([NH:21][C:31]([C:28]3[C:27]([CH3:34])=[CH:26][C:25]([Cl:24])=[CH:30][N:29]=3)=[O:32])[CH:18]=[CH:17][C:16]=2[F:22])([CH3:14])[N:13]=1. The reactants are C(C)(C)(C)OC(NC=1OCC[C@@](N1)(C)C1=C(C=CC(=C1)N)F)=O ([(S)-4-(5-amino-2-fluoro-phenyl)-4-methyl-5,6-dihydro-4H-[1,3]oxazin-2-yl]-carbamic acid tert-butyl ester), F1, ClC=1C=C(C(=NC1)C(=O)O)C (5-chloro-3-methyl-pyridine-2-carboxylic acid). Product: NC=1OCC[C@@](N1)(C)C=1C=C(C=CC1F)NC(=O)C1=NC=C(C=C1C)Cl (5-Chloro-3-methyl-pyridine-2-carboxylic acid [3-((S)-2-amino-4-methyl-5,6-dihydro-4H-[1,3]oxazin-4-yl)-4-fluoro-phenyl]-amide). Procedure: The coupling of [(S)-4-(5-amino-2-fluoro-phenyl)-4-methyl-5,6-dihydro-4H-[1,3]oxazin-2-yl]-carbamic acid tert-butyl ester from experiment F1 (R1=Me) and 5-chloro-3-methyl-pyridine-2-carboxylic acid followed by deprotection using procedure H yielded the title compound. MS (ESI): m/z=377.0 [M+H]+. The reactants are CCOC1CCN(c2cc(C)nc3cc(OCc4ccccc4)ccc23)C1, CO, Cl. Yields the product Cl, CCOC1CCN(c2cc(C)nc3cc(O)ccc23)C1. RXN SMILES: [CH2:2]([c:3]1[cH:4][cH:5][cH:6][cH:7][cH:8]1)[O:9][c:10]1[cH:11][cH:12][c:13]2[c:14]([N:21]3[CH2:22][CH:23]([O:26][CH2:27][CH3:28])[CH2:24][CH2:25]3)[cH:15][c:16]([CH3:20])[n:17][c:18]2[cH:19]1.[CH3:29][OH:30].[ClH:1]>>[ClH:1].[OH:9][c:10]1[cH:11][cH:12][c:13]2[c:14]([N:21]3[CH2:22][CH:23]([O:26][CH2:27][CH3:28])[CH2:24][CH2:25]3)[cH:15][c:16]([CH3:20])[n:17][c:18]2[cH:19]1. Starting materials: CC1(C)COP(=O)(Cl)OC1c1cccc2ccccc12, Cl, [Na+], [OH-], O. Product: CC1(C)COP(=O)(O)OC1c1cccc2ccccc12. As a reaction SMILES: [Cl:3][P:4]1(=[O:22])[O:5][CH2:6][C:7]([CH3:20])([CH3:21])[CH:8]([c:10]2[cH:11][cH:12][cH:13][c:14]3[cH:15][cH:16][cH:17][cH:18][c:19]23)[O:9]1.[ClH:23].[Na+:2].[OH-:1].[OH2:24]>>[OH:1][P:4]1(=[O:22])[O:5][CH2:6][C:7]([CH3:20])([CH3:21])[CH:8]([c:10]2[cH:11][cH:12][cH:13][c:14]3[cH:15][cH:16][cH:17][cH:18][c:19]23)[O:9]1. Reactants: resultant mixture, C(C)S(=O)(=O)Cl (Ethanesulfonyl chloride), NC=1C=C(C=CC1)C1NC2=CC=C(C=C2C(C1)(C)C)C#N (2-(3-amino-phenyl)-4,4-dimethyl-1,2,3,4-tetrahydro-quinoline-6-carbonitrile), N1=CC=CC=C1 (pyridine). The solvent is ClCCl (dichloromethane). Conditions: time 8 hour. The product is C(#N)C=1C=C2C(CC(NC2=CC1)C=1C=C(C=CC1)NS(=O)(=O)CC)(C)C (ethanesulfonic acid [3-(6-cyano-4,4-dimethyl-1,2,3,4-tetrahydro-quinolin-2-yl)-phenyl]-amide). Yield: 60.1%. Reaction SMILES: [CH2:1]([S:3](Cl)(=[O:5])=[O:4])[CH3:2].[NH2:7][C:8]1[CH:9]=[C:10]([CH:14]2[CH2:23][C:22]([CH3:25])([CH3:24])[C:21]3[C:16](=[CH:17][CH:18]=[C:19]([C:26]#[N:27])[CH:20]=3)[NH:15]2)[CH:11]=[CH:12][CH:13]=1.N1C=CC=CC=1>ClCCl>[C:26]([C:19]1[CH:20]=[C:21]2[C:16](=[CH:17][CH:18]=1)[NH:15][CH:14]([C:10]1[CH:9]=[C:8]([NH:7][S:3]([CH2:1][CH3:2])(=[O:5])=[O:4])[CH:13]=[CH:12][CH:11]=1)[CH2:23][C:22]2([CH3:25])[CH3:24])#[N:27]. Procedure details: Ethanesulfonyl chloride (104 mg, 0.81 mmol) was added dropwise to a mixture of 2-(3-amino-phenyl)-4,4-dimethyl-1,2,3,4-tetrahydro-quinoline-6-carbonitrile (150 mg, 0.54 mmol) and pyridine (77 mg, 0.97 mmol) in dichloromethane (5 mL). The resultant mixture was allowed to stir overnight. The reaction mixture was washed by water, dried over magnesium sulfate. It was filtered and concentrated to provide the crude product. It was purified by column chromatography (silica gel, petroleum ether:ethyl ac... Reactants: C(C)C=1N=NN(N1)CO[Si](C(C)C)(C(C)C)C(C)C (5-ethyl-2-{[(tripropan-2-ylsilyl)oxy]methyl}-2H-tetrazole), C(C)C=1N=NN(N1)CO[Si](C(C)C)(C(C)C)C(C)C (5-ethyl-2-{[(tripropan-2-ylsilyl)oxy]methyl}-2H-tetrazole), [N+](CCCC)(CCCC)(CCCC)CCCC.[F-] (n-Bu4NF), C(Br)(Br)(Br)Br (CBr4), C1=CC=C(C=C1)P(C2=CC=CC=C2)C3=CC=CC=C3 (PPh3), O=C1N(C(C2=C(N1)C=C(S2)C2=CC=CC=C2)=O)C2CCN(CC2)C(=O)OC(C)(C)C (tert-butyl 4-(2,4-dioxo-6-phenyl-1,4-dihydrothieno[3,2-d]pyrimidin-3(2H)-yl)piperidine-1-carboxylate), C([O-])([O-])=O.[K+].[K+] (potassium carbonate). The solvent is C(Cl)Cl (DCM), CN(C)C=O (DMF). Reaction conditions: time 30 minute. The product is C(C)C=1N=NN(N1)CN1C(N(C(C2=C1C=C(S2)C2=CC=CC=C2)=O)C2CCN(CC2)C(=O)OC(C)(C)C)=O (tert-butyl 4-{1-[(5-ethyl-2H-tetrazol-2-yl)methyl]-2,4-dioxo-6-phenyl-1,4-dihydrothieno[3,2-d]pyrimidin-3(2H)-yl}piperidine-1-carboxylate). Reaction SMILES: [CH2:1]([C:3]1[N:4]=[N:5][N:6]([CH2:8]O[Si](C(C)C)(C(C)C)C(C)C)[N:7]=1)[CH3:2].[N+](CCCC)(CCCC)(CCCC)CCCC.[F-].C(Br)(Br)(Br)Br.C1C=CC(P(C2C=CC=CC=2)C2C=CC=CC=2)=CC=1.[O:62]=[C:63]1[NH:68][C:67]2[CH:69]=[C:70]([C:72]3[CH:77]=[CH:76][CH:75]=[CH:74][CH:73]=3)[S:71][C:66]=2[C:65](=[O:78])[N:64]1[CH:79]1[CH2:84][CH2:83][N:82]([C:85]([O:87][C:88]([CH3:91])([CH3:90])[CH3:89])=[O:86])[CH2:81][CH2:80]1.C(=O)([O-])[O-].[K+].[K+]>C(Cl)Cl.CN(C=O)C>[CH2:1]([C:3]1[N:4]=[N:5][N:6]([CH2:8][N:68]2[C:67]3[CH:69]=[C:70]([C:72]4[CH:77]=[CH:76][CH:75]=[CH:74][CH:73]=4)[S:71][C:66]=3[C:65](=[O:78])[N:64]([CH:79]3[CH2:84][CH2:83][N:82]([C:85]([O:87][C:88]([CH3:90])([CH3:89])[CH3:91])=[O:86])[CH2:81][CH2:80]3)[C:63]2=[O:62])[N:7]=1)[CH3:2] |f:1.2,6.7.8|. Reported procedure: To a solution of 5-ethyl-2-{[(tripropan-2-ylsilyl)oxy]methyl}-2H-tetrazole (1.53 g; compound D30) in DCM is added n-Bu4NF (5.34 ml of 1M solution in THF) and stirred for 30 min at RT. After completion of the reaction (TLC monitoring, eluent system: EtOAc/c-Hexan, 1/6, (v/v)) CBr4 (2.13 g) and PPh3 (1.68 g) are added and the reaction mixture is stirred for 30 min at RT. The reaction mixture is added to a mixture of tert-butyl 4-(2,4-dioxo-6-phenyl-1,4-dihydrothieno[3,2-d]pyrimidin-3(2H)-yl)piperi... Starting materials: N(CC(=O)O)C(=O)OC(C)(C)C (N-Boc-Gly), C(C1=CC=CC=C1)O (benzyl alcohol), C(CCl)Cl (EDC), Cl (HCl). Reagents/catalysts: CN(C)C=1C=CN=CC1 (DMAP). Run in C(Cl)Cl (methylene chloride). Reaction conditions: time 2 hour. Product: N(CC(=O)OCC1=CC=CC=C1)C(=O)OC(C)(C)C (N-Boc-Gly-OBn). Reaction SMILES: [NH:1]([C:6]([O:8][C:9]([CH3:12])([CH3:11])[CH3:10])=[O:7])[CH2:2][C:3]([OH:5])=[O:4].[CH2:13](O)[C:14]1[CH:19]=[CH:18][CH:17]=[CH:16][CH:15]=1.C(Cl)CCl.Cl>C(Cl)Cl.CN(C1C=CN=CC=1)C>[NH:1]([C:6]([O:8][C:9]([CH3:12])([CH3:11])[CH3:10])=[O:7])[CH2:2][C:3]([O:5][CH2:13][C:14]1[CH:19]=[CH:18][CH:17]=[CH:16][CH:15]=1)=[O:4]. Procedure details: To a solution of N-Boc-Gly (3.0 g) in methylene chloride (100 ml) was added benzyl alcohol (1.6 ml), EDC (4.4 g) and a catalytic amount of DMAP. After 2 hours, the mixture was poured into 1N HCl and extracted with methylene chloride, dried over sodium sulfate, filtered and concentrated to give N-Boc-Gly-OBn (4.5 g). To a solution of N-Boc-Gly-OBn (1.32 g) in THF (10 ml) was added potassium bis(trimethylsilyl)amide (1.19 g) in THF (20 ml) at -78° C. After 30 minutes at -78° C. allyl bromide (0.52...